This data is from the Open Reaction Database (ORD), a public repository of structured organic reaction records. The task is: describe an organic reaction: reactants, conditions, products, and yield Reactants: CN(C)C=O, CCc1ccccc1N=C=S, Nc1ncccn1. The product is CCc1ccccc1NC(=S)Nc1ncccn1. RXN SMILES: [CH3:19][N:20]([CH3:21])[CH:22]=[O:23].[CH3:8][CH2:9][c:10]1[c:11]([N:16]=[C:17]=[S:18])[cH:12][cH:13][cH:14][cH:15]1.[NH2:1][c:2]1[n:3][cH:4][cH:5][cH:6][n:7]1>>[NH:1]([c:2]1[n:3][cH:4][cH:5][cH:6][n:7]1)[C:17]([NH:16][c:11]1[c:10]([CH2:9][CH3:8])[cH:15][cH:14][cH:13][cH:12]1)=[S:18]. Starting materials: Cl[Sn]Cl (SnCl2), Cl (HCl), C(C)C1=CC(=CC=2N=CSC21)[N+](=O)[O-] (7-ethyl-5-nitrobenzothiazole), [OH-].[Na+] (NaOH). Reaction conditions: temperature 25 celsius, time 1 hour. The product is C(C)C1=CC(=CC=2N=CSC21)N (7-Ethyl-5-aminobenzothiazole). Yield: 98.4%. Reaction SMILES: Cl[Sn]Cl.Cl.[CH2:5]([C:7]1[C:15]2[S:14][CH:13]=[N:12][C:11]=2[CH:10]=[C:9]([N+:16]([O-])=O)[CH:8]=1)[CH3:6].[OH-].[Na+]>>[CH2:5]([C:7]1[C:15]2[S:14][CH:13]=[N:12][C:11]=2[CH:10]=[C:9]([NH2:16])[CH:8]=1)[CH3:6] |f:3.4|. Reported procedure: To a solution of SnCl2 (1.5 g, 1.9 mmol) and 5.0 mL of HCl was added 7-ethyl-5-nitrobenzothiazole (0.12 g, 0.57 mmol) in a portion and resulting reaction mixture was stirred for 1 h at 25° C. The reaction mixture was basified with aqueous NaOH and extracted with EtOAc and CHCl3. Combined organic layers were dried over Na2SO4 and concentrated in vacuo, yielding an oil (0.10 g, >95%) which was identified as the desired amine (>95% pure) and subjected to a following reaction without further purific... Reactants: CN(C)c1ccc2c(n1)n(C1CCN(C(=O)OC(C)(C)C)CC1)c(=O)n2C, ClCCl, O=C(O)C(F)(F)F. Product: CN(C)c1ccc2c(n1)n(C1CCNCC1)c(=O)n2C. Reaction SMILES: [C:1]([O:2][C:3](=[O:4])[N:8]1[CH2:9][CH2:10][CH:11]([n:14]2[c:15](=[O:27])[n:16]([CH3:26])[c:17]3[c:18]2[n:19][c:20]([N:23]([CH3:24])[CH3:25])[cH:21][cH:22]3)[CH2:12][CH2:13]1)([CH3:5])([CH3:6])[CH3:7].[Cl:35][CH2:36][Cl:37].[F:28][C:29]([F:30])([F:31])[C:32]([OH:33])=[O:34]>>[NH:8]1[CH2:9][CH2:10][CH:11]([n:14]2[c:15](=[O:27])[n:16]([CH3:26])[c:17]3[c:18]2[n:19][c:20]([N:23]([CH3:24])[CH3:25])[cH:21][cH:22]3)[CH2:12][CH2:13]1. Reactants: CC1(CC(C2=CC=C(C=C12)OS(=O)(=O)C(F)(F)F)=O)C (trifluoro-methanesulfonic acid 3,3-dimethyl-1-oxo-indan-5-yl ester), CN1C(=CC=C1)C#N (1-methyl-2-cyanopyrrole). The product is CC1(CC(C2=CC=C(C=C12)C1=CC=C(N1C)C#N)=O)C (5-(3,3-Dimethyl-1-oxo-2,3-dihydro-1H-inden-5-yl)-1-methyl-1H-pyrrole-2-carbonitrile). RXN SMILES: [CH3:1][C:2]1([CH3:20])[C:10]2[C:5](=[CH:6][CH:7]=[C:8](OS(C(F)(F)F)(=O)=O)[CH:9]=2)[C:4](=[O:19])[CH2:3]1.[CH3:21][N:22]1[CH:26]=[CH:25][CH:24]=[C:23]1[C:27]#[N:28]>>[CH3:1][C:2]1([CH3:20])[C:10]2[C:5](=[CH:6][CH:7]=[C:8]([C:26]3[N:22]([CH3:21])[C:23]([C:27]#[N:28])=[CH:24][CH:25]=3)[CH:9]=2)[C:4](=[O:19])[CH2:3]1. Procedure details: 5-(3,3-Dimethyl-1-oxo-2,3-dihydro-1H-inden-5-yl)-1-methyl-1H-pyrrole-2-carbonitrile was prepared from trifluoro-methanesulfonic acid 3,3-dimethyl-1-oxo-indan-5-yl ester and 1-methyl-2-cyanopyrrole according to the same coupling procedure as described in example 2. MS (ES) m/z 265.1. HRMS: calcd for C17H16N2O+H+, 265.13354; found (ESI, [M+H]+), 265.1332. Procedure details: In the manner given in Preparation 1, a solution of 1,3-dihydro-5-(o-chlorophenyl)-2H-1,4-benzodiazepine-2-thione and hydroxyacetic acid hydrazide in n-butyl alcohol is refluxed to give 1-(hydroxymethyl)-6-(o-chlorophenyl)-4H-s-triazolo[4,3-a][1,4]benzodiazepine. Preparation 6 8-Fluoro-1-(hydroxymethyl)-6-(o-chlorophenyl)-4H-s-triazolo[4,3-a][1,4]benzodiazepine Reaction SMILES: [Cl:1][C:2]1[CH:7]=[CH:6][CH:5]=[CH:4][C:3]=1[C:8]1[C:14]2[CH:15]=[CH:16][CH:17]=[CH:18][C:13]=2[NH:12][C:11](=S)[CH2:10][N:9]=1.[OH:20][CH2:21][C:22]([NH:24][NH2:25])=O>C(O)CCC>[OH:20][CH2:21][C:22]1[N:12]2[C:13]3[CH:18]=[CH:17][CH:16]=[CH:15][C:14]=3[C:8]([C:3]3[CH:4]=[CH:5][CH:6]=[CH:7][C:2]=3[Cl:1])=[N:9][CH2:10][C:11]2=[N:25][N:24]=1. Reactants: ClC1=C(C=CC=C1)C1=NCC(NC2=C1C=CC=C2)=S (1,3-dihydro-5-(o-chlorophenyl)-2H-1,4-benzodiazepine-2-thione), OCC(=O)NN (hydroxyacetic acid hydrazide). The solvent is C(CCC)O (n-butyl alcohol). Product: OCC1=NN=C2N1C1=C(C(=NC2)C2=C(C=CC=C2)Cl)C=CC=C1 (1-(hydroxymethyl)-6-(o-chlorophenyl)-4H-s-triazolo[4,3-a][1,4]benzodiazepine). The reactants are C(C)OC(CCN1C(NC2=C1C=C(C=C2)C#N)=O)=O (3-(6-Cyano-2-oxo-2,3-dihydro-benzimidazol-1-yl)-propionic acid ethyl ester), ClCC1=CC=CC2=CC=CC=C12 (1-(chloromethyl)naphthalene), C(=O)([O-])[O-].[K+].[K+] (K2CO3). Solvent: CC(=O)N(C)C (DMA), C(C)(=O)OCC (ethyl acetate). Reaction conditions: temperature 65 celsius, time 16 hour. Product: C(C)OC(CCN1C(N(C2=C1C=C(C=C2)C#N)CC2=CC=CC1=CC=CC=C21)=O)=O (3-(6-Cyano-3-naphthalen-1-ylmethyl-2-oxo-2,3-dihydro-benzimidazol-1-yl)-propionic acid ethyl ester). Yield: 12.8%. Reaction SMILES: [CH2:1]([O:3][C:4](=[O:19])[CH2:5][CH2:6][N:7]1[C:11]2[CH:12]=[C:13]([C:16]#[N:17])[CH:14]=[CH:15][C:10]=2[NH:9][C:8]1=[O:18])[CH3:2].Cl[CH2:21][C:22]1[C:31]2[C:26](=[CH:27][CH:28]=[CH:29][CH:30]=2)[CH:25]=[CH:24][CH:23]=1.C([O-])([O-])=O.[K+].[K+]>CC(N(C)C)=O.C(OCC)(=O)C>[CH2:1]([O:3][C:4](=[O:19])[CH2:5][CH2:6][N:7]1[C:11]2[CH:12]=[C:13]([C:16]#[N:17])[CH:14]=[CH:15][C:10]=2[N:9]([CH2:21][C:22]2[C:31]3[C:26](=[CH:27][CH:28]=[CH:29][CH:30]=3)[CH:25]=[CH:24][CH:23]=2)[C:8]1=[O:18])[CH3:2] |f:2.3.4|. Procedure details: To a solution of 3-(6-Cyano-2-oxo-2,3-dihydro-benzimidazol-1-yl)-propionic acid ethyl ester (0.1 g, 0.39 mmol) in DMA (3 mL) were added 1-(chloromethyl)naphthalene (0.1 g, 0.58 mmol) and K2CO3 (0.11 g, 0.81 mmol). The reaction mixture was stirred at 65° C. for 16 h. When the reaction was complete, the reaction mixture was diluted with ethyl acetate and washed with water (×4). The organic phase was dried over Na2SO4 and concentrated. The resulting residue was purified by silica gel prep TLC using... Run in C(C)(=O)OCC.CO (ethyl acetate methanol), C(C)(=O)OCC (ethyl acetate). The yield is 194.7%. RXN SMILES: Cl.[Cl:2][C:3]1[CH:4]=[C:5]([N:10]([CH2:23][CH2:24][CH2:25][N:26]2[CH2:31][CH2:30][CH:29]([CH2:32][C:33]3[CH:38]=[CH:37][C:36]([C:39]4[N:40]=[N:41][N:42](C(C5C=CC=CC=5)(C5C=CC=CC=5)C5C=CC=CC=5)[N:43]=4)=[CH:35][CH:34]=3)[CH2:28][CH2:27]2)[C:11]([CH:13]2[CH2:18][CH2:17][N:16]([S:19]([CH3:22])(=[O:21])=[O:20])[CH2:15][CH2:14]2)=[O:12])[CH:6]=[CH:7][C:8]=1[Cl:9]>C(OCC)(=O)C.C(OCC)(=O)C.CO>[ClH:2].[Cl:2][C:3]1[CH:4]=[C:5]([N:10]([CH2:23][CH2:24][CH2:25][N:26]2[CH2:27][CH2:28][CH:29]([CH2:32][C:33]3[CH:34]=[CH:35][C:36]([C:39]4[N:40]=[N:41][NH:42][N:43]=4)=[CH:37][CH:38]=3)[CH2:30][CH2:31]2)[C:11]([CH:13]2[CH2:14][CH2:15][N:16]([S:19]([CH3:22])(=[O:20])=[O:21])[CH2:17][CH2:18]2)=[O:12])[CH:6]=[CH:7][C:8]=1[Cl:9] |f:3.4,5.6|. Conditions: time 1 hour. Procedure: A solution of 4N hydrogen chloride in ethyl acetate (15 ml) was to a solution of the title compound of example 357 (263 mg, 0.3 mmol) in ethyl acetate-methanol (2/5, 7 ml) and this solution was stirred at room temperature for 1 h. The resulting mixture was concentrated in vacuo. The residue was crystallized from methanol-ethyl acetate (1/1) to give the title compound (196 mg, 97%) as colorless crystalline powder. Yields the product Cl.ClC=1C=C(C=CC1Cl)N(C(=O)C1CCN(CC1)S(=O)(=O)C)CCCN1CCC(CC1)CC1=CC=C(C=C1)C=1N=NNN1 (N-(3,4-Dichlorophenyl)-1-(methylsulfonyl)-N-(3-{4-[4-(2H-tetrazol-5-yl)benzyl]-1-piperidinyl}propyl)-4-piperidinecarboxamide Hydrochloride). Starting materials: Cl (hydrogen chloride), ClC=1C=C(C=CC1Cl)N(C(=O)C1CCN(CC1)S(=O)(=O)C)CCCN1CCC(CC1)CC1=CC=C(C=C1)C=1N=NN(N1)C(C1=CC=CC=C1)(C1=CC=CC=C1)C1=CC=CC=C1 (N-(3,4-Dichlorophenyl)-1-(methylsulfonyl)-N-(3-{4-[4-(2-trityl-2H-tetrazol-5-yl)benzyl]-1-piperidinyl}propyl)-4-piperidinecarboxamide).